Dataset: the Open Reaction Database (ORD), a public repository of structured organic reaction records. Task: describe an organic reaction: reactants, conditions, products, and yield RXN SMILES: [Br:1][C:2]1[C:11]2[N:10]=[CH:9][CH:8]=[CH:7][C:6]=2[C:5]([CH:12]=O)=[CH:4][CH:3]=1.[NH2:14][OH:15]>C(O)C>[Br:1][C:2]1[C:11]2[N:10]=[CH:9][CH:8]=[CH:7][C:6]=2[C:5]([CH:12]=[N:14][OH:15])=[CH:4][CH:3]=1. Solvent: C(C)O (ethanol). Procedure: To a stirred solution of 8-bromo-5-quinolinecarboxaldehyde (i.e. the product from Step B) (1.7 g, 7.1 mmol) in ethanol (30 mL) was added an aqueous solution of hydroxylamine (0.7 mL, 50% in water). After stirring at room temperature for 2 h, the reaction mixture was concentrated under reduced pressure to provide the title compound as a pale yellow solid (1.8 g). Starting materials: BrC1=CC=C(C=2C=CC=NC12)C=O (8-bromo-5-quinolinecarboxaldehyde), BrC1=CC=C(C=2C=CC=NC12)C=O (8-bromo-5-quinolinecarboxaldehyde), NO (hydroxylamine). Yields the product BrC1=CC=C(C=2C=CC=NC12)C=NO (8-bromo-5-quinolinecarboxaldehyde oxime). Reaction conditions: time 2 hour.